This data is from the Open Reaction Database (ORD), a public repository of structured organic reaction records. The task is: describe an organic reaction: reactants, conditions, products, and yield Procedure details: To a stirred solution of 5-hydroxy-3-(quinol-4-ylmethylene)-2-oxindole (2.883 g, 10 mmol) in pyridine (10 ml) was added gradually glycoloyl chloride (0.945 g, 10 mmol) at 0°-5° C. under cooling. The reaction mixture was stirred for about 4 h at 0°-5° C. and then for 15 h at room temperature. The mixture was poured onto an ice-water mixture, the precipitate filtered off, the residue washed thoroughly with water and then chromatographed on silica gel, using CHCl3 --MeOH mixtures as eluant. Thus pu... As a reaction SMILES: [OH:1][C:2]1[CH:3]=[C:4]2[C:8](=[CH:9][CH:10]=1)[NH:7][C:6](=[O:11])[C:5]2=[CH:12][C:13]1[C:22]2[C:17](=[CH:18][CH:19]=[CH:20][CH:21]=2)[N:16]=[CH:15][CH:14]=1.[C:23](Cl)(=[O:26])[CH2:24][OH:25]>N1C=CC=CC=1>[C:24]([O:1][C:2]1[CH:3]=[C:4]2[C:8](=[CH:9][CH:10]=1)[NH:7][C:6](=[O:11])[C:5]2=[CH:12][C:13]1[C:22]2[C:17](=[CH:18][CH:19]=[CH:20][CH:21]=2)[N:16]=[CH:15][CH:14]=1)(=[O:25])[CH2:23][OH:26]. Run at time 4 hour. The solvent is N1=CC=CC=C1 (pyridine). The product is C(CO)(=O)OC=1C=C2C(C(NC2=CC1)=O)=CC1=CC=NC2=CC=CC=C12 (5-glycoloyloxy-3-(quinol-4-ylmethylene)-2-oxindole). Isolated yield 60.0%. The reactants are OC=1C=C2C(C(NC2=CC1)=O)=CC1=CC=NC2=CC=CC=C12 (5-hydroxy-3-(quinol-4-ylmethylene)-2-oxindole), C(CO)(=O)Cl (glycoloyl chloride), ice water. The reactants are BrBr (bromine), C(C1=CC=CC=C1)(C1=CC=CC=C1)(C1=CC=CC=C1)N1N=CN=C1 (1-trityl-1,2,4-triazole), CN(CCN(C)C)C (N,N,N',N'-tetramethylethylenediamine), C(CCC)[Li] (n-butyllithium). The solvent is O1CCCC1 (tetrahydrofuran), O1CCCC1 (tetrahydrofuran). Run at temperature -70 celsius. Product: C(C1=CC=CC=C1)(C1=CC=CC=C1)(C1=CC=CC=C1)N1N=CN=C1Br (1-trityl-5-bromo-1,2,4-triazole). Yield: 40.3%. RXN SMILES: [C:1]([N:20]1[CH:24]=[N:23][CH:22]=[N:21]1)([C:14]1[CH:19]=[CH:18][CH:17]=[CH:16][CH:15]=1)([C:8]1[CH:13]=[CH:12][CH:11]=[CH:10][CH:9]=1)[C:2]1[CH:7]=[CH:6][CH:5]=[CH:4][CH:3]=1.CN(C)CCN(C)C.C([Li])CCC.[Br:38]Br>O1CCCC1>[C:1]([N:20]1[C:24]([Br:38])=[N:23][CH:22]=[N:21]1)([C:8]1[CH:13]=[CH:12][CH:11]=[CH:10][CH:9]=1)([C:14]1[CH:15]=[CH:16][CH:17]=[CH:18][CH:19]=1)[C:2]1[CH:7]=[CH:6][CH:5]=[CH:4][CH:3]=1. Reported procedure: A stirred solution of 1-trityl-1,2,4-triazole (15.55 g, prepared as described in Example 1) and N,N,N',N'-tetramethylethylenediamine (5.8 g) in dry tetrahydrofuran (500 ml) was cooled to -70° C. under nitrogen and treated dropwise with n-butyllithium (37.5 ml, 1.6M in hexane). The deep-red solution was stirred at -70° C. for twenty minutes, then treated dropwise with a solution of bromine (10.4 g) in dry tetrahydrofuran (10 ml). The now brownish-yellow solution was allowed to warm to -20° C., qu... Reactants: BrCC(=O)C1=CC(=CC=C1)C(F)(F)F (2-bromo-1-(3-trifluoromethyl-phenyl)-ethanone), NC(=S)N (thiourea). The solvent is CO (methanol). Run at temperature 0 celsius, time 1 hour. Product: Br.FC(C=1C=C(C=CC1)C=1N=C(SC1)N)(F)F (4-(3-Trifluoromethyl-phenyl)-thiazol-2-ylamine hydrobromide). Reaction SMILES: [Br:1][CH2:2][C:3]([C:5]1[CH:10]=[CH:9][CH:8]=[C:7]([C:11]([F:14])([F:13])[F:12])[CH:6]=1)=O.[NH2:15][C:16]([NH2:18])=[S:17]>CO>[BrH:1].[F:12][C:11]([F:14])([F:13])[C:7]1[CH:6]=[C:5]([C:3]2[N:15]=[C:16]([NH2:18])[S:17][CH:2]=2)[CH:10]=[CH:9][CH:8]=1 |f:3.4|. Procedure details: A solution of 8.1 g of 2-bromo-1-(3-trifluoromethyl-phenyl)-ethanone in 70 ml of methanol was treated at room temperature with 3.2 g of thiourea and boiled for 1 hour. 4.1 g of 4-(3-trifluoromethyl-phenyl)-thiazol-2-ylamine hydrobromide separated as colorless crystals upon cooling to 0° C. Reaction SMILES: Br[CH2:2][CH:3]1[CH2:8][O:7][CH:6]([C:9]2[CH:14]=[CH:13][CH:12]=[CH:11][CH:10]=2)[O:5][CH2:4]1.[Mg].[CH:16](=[O:18])[CH3:17].[Cl-].[NH4+]>O1CCCC1.C(OCC)(=O)C>[OH:18][CH:16]([CH3:17])[CH2:2][CH:3]1[CH2:8][O:7][CH:6]([C:9]2[CH:14]=[CH:13][CH:12]=[CH:11][CH:10]=2)[O:5][CH2:4]1 |f:3.4|. Yields the product OC(CC1COC(OC1)C1=CC=CC=C1)C (5-(2-hydroxypropan-1-yl)-2-phenyl-1,3-dioxane). Run at temperature -70 celsius, time 15 hour. Procedure: To a solution of 19.39 g (75.4 mM) of 5-bromomethyl-2-phenyl-1,3-dioxane m2 in 200 ml of tetrahydrofuran is added 1.923 g (79.17 mM) of magnesium and the mixture is allowed to react for 7 hours under ultrasonic bibration. The mixture is cooled to -70° C. and 21.27 ml (377 mM) of acetaldehyde is added and then the mixture is stirred at 0° C. for 15 hours. The mixture is poured into an ice-cooled saturated aqueous ammonium chloride solution and the product is isolated by ethyl acetate extraction. ... The reactants are ice, [Cl-].[NH4+] (ammonium chloride), BrCC1COC(OC1)C1=CC=CC=C1 (5-bromomethyl-2-phenyl-1,3-dioxane), [Mg] (magnesium), C(C)=O (acetaldehyde). Run in C(C)(=O)OCC (ethyl acetate), O1CCCC1 (tetrahydrofuran). Starting materials: CC(C)(C)OC(=O)N1CCC2C(C1)c1cc(Br)cc3c1N2CC3, COc1cc(C)c(B(O)O)cc1F. Product: COc1cc(C)c(-c2cc3c4c(c2)C2CN(C(=O)OC(C)(C)C)CCC2N4CC3)cc1F. As a reaction SMILES: [C:1]([CH3:2])([CH3:3])([CH3:4])[O:5][C:6](=[O:7])[N:8]1[CH2:9][CH:10]2[CH:11]([N:12]3[c:13]4[c:14]([cH:15][c:16]([Br:19])[cH:17][c:18]42)[CH2:20][CH2:21]3)[CH2:22][CH2:23]1.[F:24][c:25]1[c:26]([O:35][CH3:36])[cH:27][c:28]([CH3:34])[c:29]([B:31]([OH:32])[OH:33])[cH:30]1>>[C:1]([CH3:2])([CH3:3])([CH3:4])[O:5][C:6](=[O:7])[N:8]1[CH2:9][CH:10]2[CH:11]([N:12]3[c:13]4[c:14]([cH:15][c:16](-[c:29]5[c:28]([CH3:34])[cH:27][c:26]([O:35][CH3:36])[c:25]([F:24])[cH:30]5)[cH:17][c:18]42)[CH2:20][CH2:21]3)[CH2:22][CH2:23]1. Starting materials: C(C)(=O)NC=1C=C(C=CC1)NC1=NC=C(C(=N1)NCC1CCN(CC1)C(=O)OC(C)(C)C)C(N)=O (tert-butyl 4-((2-(3-acetamidophenylamino)-5-carbamoylpyrimidin-4-ylamino)methyl)piperidine-1-carboxylate). Solvent: C(=O)(C(F)(F)F)O (TFA). Yields the product C(C)(=O)NC=1C=C(C=CC1)NC1=NC=C(C(=N1)NCC1CCNCC1)C(=O)N (2-(3-acetamidophenylamino)-4-(piperidin-4-ylmethylamino)pyrimidine-5-carboxamide). Yield: 59.2%. As a reaction SMILES: [C:1]([NH:4][C:5]1[CH:6]=[C:7]([NH:11][C:12]2[N:17]=[C:16]([NH:18][CH2:19][CH:20]3[CH2:25][CH2:24][N:23](C(OC(C)(C)C)=O)[CH2:22][CH2:21]3)[C:15]([C:33](=[O:35])[NH2:34])=[CH:14][N:13]=2)[CH:8]=[CH:9][CH:10]=1)(=[O:3])[CH3:2]>C(O)(C(F)(F)F)=O>[C:1]([NH:4][C:5]1[CH:6]=[C:7]([NH:11][C:12]2[N:17]=[C:16]([NH:18][CH2:19][CH:20]3[CH2:21][CH2:22][NH:23][CH2:24][CH2:25]3)[C:15]([C:33]([NH2:34])=[O:35])=[CH:14][N:13]=2)[CH:8]=[CH:9][CH:10]=1)(=[O:3])[CH3:2]. Procedure details: A solution of tert-butyl 4-((2-(3-acetamidophenylamino)-5-carbamoylpyrimidin-4-ylamino)methyl)piperidine-1-carboxylate (100 mg, 0.207 mmol) in TFA (3 mL) was stirred at room temperature for 30 min. TFA was removed in vacuo. The residue was purified by HPLC to give the titled compound (47 mg). MS 384.4 (M+H); UV 200.0, 248.6 nm. Starting materials: BrC1=C(C=CC=C1)C(F)(F)F (2-bromo-1-trifluoromethylbenzene), C1CCOC1 (THF), Mg, II (I2), C(C1=CC=CC=C1)N1C(CCCC1)=O (benzylpiperidone), [Cl-].[NH4+] (ammonium chloride). Reaction conditions: time 1 hour. Yields the product C(C1=CC=CC=C1)N1CCC(CC1)(C1=C(C=CC=C1)C(F)(F)F)O (1-benzyl-4-hydroxy-4-(2-trifluoromethylphenyl)piperidine). As a reaction SMILES: II.Br[C:4]1[CH:9]=[CH:8][CH:7]=[CH:6][C:5]=1[C:10]([F:13])([F:12])[F:11].[CH2:14]([N:21]1[CH2:26][CH2:25][CH2:24][CH2:23][C:22]1=O)[C:15]1[CH:20]=[CH:19][CH:18]=[CH:17][CH:16]=1.[Cl-].[NH4+].C1C[O:33]CC1>>[CH2:14]([N:21]1[CH2:26][CH2:25][C:24]([OH:33])([C:4]2[CH:9]=[CH:8][CH:7]=[CH:6][C:5]=2[C:10]([F:13])([F:12])[F:11])[CH2:23][CH2:22]1)[C:15]1[CH:20]=[CH:19][CH:18]=[CH:17][CH:16]=1 |f:3.4|. Reported procedure: 3.25 g (0.135 mol) of Mg are mixed with a spatula tipfull of I2, and a solution of 30.4 g (0.135 mol) of 2-bromo-1-trifluoromethylbenzene in 125 ml of THF is added dropwise. The mixture is stirred for one hour at room temperature and 10.1 g (0.041 mol) of benzylpiperidone are added dropwise. The mixture is stirred for 1 hour at room temperature and a saturated ammonium chloride solution is added. After extraction with ethyl ether, the organic phase is dried and the solvent is evaporated off unde...